This data is from the Open Reaction Database (ORD), a public repository of structured organic reaction records. The task is: describe an organic reaction: reactants, conditions, products, and yield Reactants: ClC=1C=C(CC(CC(C)=O)=O)C=CN1 (1-(2-chloroisonicotinyl)-1,3-butanedione), Cl.FC=1C=C(C=CC1)NN (3-fluorophenylhydrazine hydrochloride), [OH-].[NH4+] (ammonium hydroxide). Run in C(C)O (ethanol). Product: ClC1=NC=CC(=C1)C1=CC(=NN1C1=CC(=CC=C1)F)C (2-Chloro-4-[1-(3-fluorophenyl)-3-methyl-1H-pyrazol-5yl]pyridine). Isolated yield 65.3%. RXN SMILES: [Cl:1][C:2]1[CH:3]=[C:4]([CH:12]=[CH:13][N:14]=1)[CH2:5][C:6](=O)[CH2:7][C:8](=O)C.Cl.[F:16][C:17]1[CH:18]=[C:19]([NH:23][NH2:24])[CH:20]=[CH:21][CH:22]=1.[OH-].[NH4+]>C(O)C>[Cl:1][C:2]1[CH:3]=[C:4]([C:5]2[N:23]([C:19]3[CH:20]=[CH:21][CH:22]=[C:17]([F:16])[CH:18]=3)[N:24]=[C:7]([CH3:8])[CH:6]=2)[CH:12]=[CH:13][N:14]=1 |f:1.2,3.4|. Reported procedure: To a mixture of 1-(2-chloroisonicotinyl)-1,3-butanedione (1.35 g, 0.068 mol) and 3-fluorophenylhydrazine hydrochloride (1.33 g, 0.0082 mol) in ethanol (40 mL) was added ammonium hydroxide (0.96 mL, 0.0082 mol) dropwise. The reaction mixture was heated at reflux overnight. The solvent was removed and the residue was partitioned between ethyl acetate and water. The organic layer was washed with brine, dried over magnesium sulfate and filtered. The filtrate was concentrated and the crude was purifi... Reactants: BrC=1C=CC2=C(OCCC3=C2SC(=C3)C(=O)N(C)C3=C(C=CC=C3)Cl)C1 (8-bromo-N-(2-chlorophenyl)-N-methyl-4,5-dihydrobenzo[b]thieno[2,3-d]oxepine-2-carboxamide), OCC=1C=C(C=CC1)B(O)O (3-hydroxymethylphenylboronic acid). The product is ClC1=C(C=CC=C1)N(C(=O)C1=CC2=C(C3=C(OCC2)C=C(C=C3)C3=CC(=CC=C3)CO)S1)C (N-(2-chlorophenyl)-8-(3-(hydroxymethyl)phenyl)-N-methyl-4,5-dihydrobenzo[b]thieno[2,3-d]oxepine-2-carboxamide). Reaction SMILES: Br[C:2]1[CH:3]=[CH:4][C:5]2[C:11]3[S:12][C:13]([C:15]([N:17]([C:19]4[CH:24]=[CH:23][CH:22]=[CH:21][C:20]=4[Cl:25])[CH3:18])=[O:16])=[CH:14][C:10]=3[CH2:9][CH2:8][O:7][C:6]=2[CH:26]=1.[OH:27][CH2:28][C:29]1[CH:30]=[C:31](B(O)O)[CH:32]=[CH:33][CH:34]=1>>[Cl:25][C:20]1[CH:21]=[CH:22][CH:23]=[CH:24][C:19]=1[N:17]([CH3:18])[C:15]([C:13]1[S:12][C:11]2[C:5]3[CH:4]=[CH:3][C:2]([C:33]4[CH:32]=[CH:31][CH:30]=[C:29]([CH2:28][OH:27])[CH:34]=4)=[CH:26][C:6]=3[O:7][CH2:8][CH2:9][C:10]=2[CH:14]=1)=[O:16]. Procedure: Following the procedure of Example 93, 8-bromo-N-(2-chlorophenyl)-N-methyl-4,5-dihydrobenzo[b]thieno[2,3-d]oxepine-2-carboxamide 150 and 3-hydroxymethylphenylboronic acid were reacted to give 201. MS: (ESI+) 476.16 Reactants: NC1=NC(=NC(=N1)C)C (2-amino-4,6-dimethyl-1,3,5-triazine), CC1=C(C=CC=C1)S(=O)(=O)N=C=O (2-methylbenzenesulfonyl isocyanate). The solvent is C(C)#N (acetonitrile). Product: CC1=NC(=NC(=N1)C)NC(=O)NS(=O)(=O)C1=C(C=CC=C1)C (N-[(4,6-Dimethyl-1,3,5-triazin-2-yl)aminocarbonyl]-2-methylbenzenesulfonamide). Reaction SMILES: [NH2:1][C:2]1[N:7]=[C:6]([CH3:8])[N:5]=[C:4]([CH3:9])[N:3]=1.[CH3:10][C:11]1[CH:16]=[CH:15][CH:14]=[CH:13][C:12]=1[S:17]([N:20]=[C:21]=[O:22])(=[O:19])=[O:18]>C(#N)C>[CH3:9][C:4]1[N:5]=[C:6]([CH3:8])[N:7]=[C:2]([NH:1][C:21]([NH:20][S:17]([C:12]2[CH:13]=[CH:14][CH:15]=[CH:16][C:11]=2[CH3:10])(=[O:19])=[O:18])=[O:22])[N:3]=1. Procedure: To 12.3 g 2-amino-4,6-dimethyl-1,3,5-triazine in 250 ml of dry acetonitrile was added, with stirring, 19.7 g of 2-methylbenzenesulfonyl isocyanate at a rate designed to avoid excessive heating of the reaction mixture. Stirring was continued until the desired product crystallized. The product was removed by filtration, washed with a small amount of ethyl ether and dried. The resulting product, N-[(4,6-dimethyl-1,3,5-triazin-2-yl)aminocarbonyl]-2-methylbenzenesulfonamide, melted at 141°-145° C. The product is COC1=CC=C(C=C1)C(OCC(COC1=CC=C(C=C1)OCC1=CC=CC=C1)O)(C1=CC=CC=C1)C1=CC=CC=C1 (1-[(4-Methoxyphenyl)diphenylmethoxy]-3-[4-(phenylmethoxy)-phenoxy]-2-propanol). As a reaction SMILES: [C:1]1([CH2:7][O:8][C:9]2[CH:20]=[CH:19][C:12]([O:13][CH2:14][CH:15]([OH:18])[CH2:16][OH:17])=[CH:11][CH:10]=2)[CH:6]=[CH:5][CH:4]=[CH:3][CH:2]=1.CO[C:23]1[CH:42]=[CH:41][CH:40]=[CH:39][C:24]=1[C:25](Cl)([C:32]1[CH:37]=[CH:36][CH:35]=[CH:34][CH:33]=1)[C:26]1[CH:31]=[CH:30][CH:29]=[CH:28][CH:27]=1.[O:43]1CCC[CH2:44]1>N1C=CC=CC=1>[CH3:44][O:43][C:29]1[CH:30]=[CH:31][C:26]([C:25]([C:32]2[CH:37]=[CH:36][CH:35]=[CH:34][CH:33]=2)([C:24]2[CH:23]=[CH:42][CH:41]=[CH:40][CH:39]=2)[O:17][CH2:16][CH:15]([OH:18])[CH2:14][O:13][C:12]2[CH:19]=[CH:20][C:9]([O:8][CH2:7][C:1]3[CH:2]=[CH:3][CH:4]=[CH:5][CH:6]=3)=[CH:10][CH:11]=2)=[CH:27][CH:28]=1. Run in N1=CC=CC=C1 (pyridine). Run at time 24 hour. Procedure: To a solution of 18.9 g of 3-[4-(phenylmethoxy)-phenoxy]-1,2-propanediol in 50 ml of pyridine and 24 ml of tetrahydrofuran was added 25.57 g of methoxy trityl chloride in several portions. This mixture was stirred for 24 hours and the solvents removed under reduced pressure. The residue was dissolved in chloroform, washed with aqueous sodium bicarbonate, then water, dried and evaporated, giving 30 g of the desired compound. The reactants are C1(=CC=CC=C1)COC1=CC=C(OCC(CO)O)C=C1 (3-[4-(phenylmethoxy)-phenoxy]-1,2-propanediol), COC1=C(C(C2=CC=CC=C2)(C2=CC=CC=C2)Cl)C=CC=C1 (methoxy trityl chloride), O1CCCC1 (tetrahydrofuran). Reactants: ClC1=CC=C(C=C1)[C@@H]1N=C(N([C@@H]1C1=CC=C(C=C1)Cl)C(=O)Cl)C1=C(C=C(C=C1)C(C)(C)C#N)OCC ((4S,5R)-4,5-bis-(4-chloro-phenyl)-2-[4-(cyano-dimethyl-methyl)-2-ethoxy-phenyl]-4,5-dihydro-imidazole-1-carbonyl chloride), C(#N)CCN(C(CN1CCNCC1)=O)C (N-(2-cyano-ethyl)-N-methyl-2-piperazin-1-yl-acetamide). The product is ClC1=CC=C(C=C1)[C@@H]1N=C(N([C@@H]1C1=CC=C(C=C1)Cl)C(=O)N1CCN(CC1)CC(=O)N(C)CCC#N)C1=C(C=C(C=C1)C(C)(C)C#N)OCC (2-(4-{(4S,5R)-4,5-Bis-(4-chloro-phenyl)-2-[4-(cyano-dimethyl-methyl)-2-ethoxy-phenyl]-4,5-dihydro-imidazole-1-carbonyl}-piperazin-1-yl)-N-(2-cyano-ethyl)-N-methyl-acetamide). RXN SMILES: [Cl:1][C:2]1[CH:7]=[CH:6][C:5]([C@H:8]2[C@@H:12]([C:13]3[CH:18]=[CH:17][C:16]([Cl:19])=[CH:15][CH:14]=3)[N:11]([C:20](Cl)=[O:21])[C:10]([C:23]3[CH:28]=[CH:27][C:26]([C:29]([C:32]#[N:33])([CH3:31])[CH3:30])=[CH:25][C:24]=3[O:34][CH2:35][CH3:36])=[N:9]2)=[CH:4][CH:3]=1.[C:37]([CH2:39][CH2:40][N:41]([CH3:51])[C:42](=[O:50])[CH2:43][N:44]1[CH2:49][CH2:48][NH:47][CH2:46][CH2:45]1)#[N:38]>>[Cl:1][C:2]1[CH:3]=[CH:4][C:5]([C@H:8]2[C@@H:12]([C:13]3[CH:14]=[CH:15][C:16]([Cl:19])=[CH:17][CH:18]=3)[N:11]([C:20]([N:47]3[CH2:46][CH2:45][N:44]([CH2:43][C:42]([N:41]([CH2:40][CH2:39][C:37]#[N:38])[CH3:51])=[O:50])[CH2:49][CH2:48]3)=[O:21])[C:10]([C:23]3[CH:28]=[CH:27][C:26]([C:29]([C:32]#[N:33])([CH3:30])[CH3:31])=[CH:25][C:24]=3[O:34][CH2:35][CH3:36])=[N:9]2)=[CH:6][CH:7]=1. Reported procedure: 2-(4-{(4S,5R)-4,5-Bis-(4-chloro-phenyl)-2-[4-(cyano-dimethyl-methyl)-2-ethoxy-phenyl]-4,5-dihydro-imidazole-1-carbonyl}-piperazin-1-yl)-N-(2-cyano-ethyl)-N-methyl-acetamide was prepared from (4S,5R)-4,5-bis-(4-chloro-phenyl)-2-[4-(cyano-dimethyl-methyl)-2-ethoxy-phenyl]-4,5-dihydro-imidazole-1-carbonyl chloride (example 12j) and N-(2-cyano-ethyl)-N-methyl-2-piperazin-1-yl-acetamide (example 16d) in an analogous manner as described in example 25. LR-MS: 714.3 [(M+H)+]